Dataset: the Open Reaction Database (ORD), a public repository of structured organic reaction records. Task: describe an organic reaction: reactants, conditions, products, and yield Reactants: C=CC(=O)OC(C)(C)C, CCOC(C)=O, CO, CN, CCO. The product is CNCCC(=O)OC(C)(C)C. RXN SMILES: [C:3]([CH:4]=[CH2:5])(=[O:6])[O:7][C:8]([CH3:9])([CH3:10])[CH3:11].[CH3:12][CH2:13][O:14][C:15]([CH3:16])=[O:17].[CH3:18][OH:19].[CH3:1][NH2:2].[CH3:20][CH2:21][OH:22]>>[CH3:1][NH:2][CH2:5][CH2:4][C:3](=[O:6])[O:7][C:8]([CH3:9])([CH3:10])[CH3:11]. The reactants are CC1(OC[C@@H](O1)CNCCO)C ((S)-2-((2,2-dimethyl-1,3-dioxolan-4-yl)methylamino)ethanol), C(C1=CC=CC=C1)OCN1C=C(C=2N=CN=C(C21)OC)C=O (5-(benzyloxymethyl)-4-methoxy-5H-pyrrolo[3,2-d]pyrimidine-7-carbaldehyde), C(C)(=O)O[BH-](OC(C)=O)OC(C)=O.[Na+] (sodium triacetoxyborohydride). Yields the product C(C1=CC=CC=C1)OCN1C=C(C=2N=CN=C(C21)OC)CN(CCO)C[C@@H]2OC(OC2)(C)C ((S)-2-(((5-(benzyloxymethyl)-4-methoxy-5H-pyrrolo[3,2-d]pyrimidin-7-yl)methyl)((2,2-dimethyl-1,3-dioxolan-4-yl)methyl)amino)ethanol). The yield is 79.9%. Reaction SMILES: [CH3:1][C:2]1([CH3:12])[O:6][C@@H:5]([CH2:7][NH:8][CH2:9][CH2:10][OH:11])[CH2:4][O:3]1.[CH2:13]([O:20][CH2:21][N:22]1[C:30]2[C:29]([O:31][CH3:32])=[N:28][CH:27]=[N:26][C:25]=2[C:24]([CH:33]=O)=[CH:23]1)[C:14]1[CH:19]=[CH:18][CH:17]=[CH:16][CH:15]=1.C(O[BH-](OC(=O)C)OC(=O)C)(=O)C.[Na+]>>[CH2:13]([O:20][CH2:21][N:22]1[C:30]2[C:29]([O:31][CH3:32])=[N:28][CH:27]=[N:26][C:25]=2[C:24]([CH2:33][N:8]([CH2:7][C@H:5]2[CH2:4][O:3][C:2]([CH3:12])([CH3:1])[O:6]2)[CH2:9][CH2:10][OH:11])=[CH:23]1)[C:14]1[CH:19]=[CH:18][CH:17]=[CH:16][CH:15]=1 |f:2.3|. Reported procedure: The product from Example 14.1 (0.048 g, 0.274 mmol) was reductively aminated with 5-(benzyloxymethyl)-4-methoxy-5H-pyrrolo[3,2-d]pyrimidine-7-carbaldehyde (0.081 g, 0.274 mmol) and sodium triacetoxyborohydride (0.075 g, 0.356 mmol) in the same way as described for the R-enantiomer in Example 13.2. to give (S)-2-(((5-(benzyloxymethyl)-4-methoxy-5H-pyrrolo[3,2-d]pyrimidin-7-yl)methyl)((2,2-dimethyl-1,3-dioxolan-4-yl)methyl)amino)ethanol (100 mg, 80%) as a colourless gum which slowly turned pale ye... Reactants: N[C@H](CO)C ((S)-2-aminopropan-1-ol), CCN(C(C)C)C(C)C (DIPEA), BrC1=C(C=CC=C1)S(=O)(=O)Cl (2-bromobenzene-1-sulfonyl chloride). Solvent: C(Cl)Cl (DCM). Reaction conditions: time 66.5 hour. Yields the product BrC1=C(C=CC=C1)S(=O)(=O)N[C@H](CO)C (2-Bromo-N-[(1S)-2-hydroxy-1-methylethyl]benzenesulfonamide). RXN SMILES: [NH2:1][C@@H:2]([CH3:5])[CH2:3][OH:4].CCN(C(C)C)C(C)C.[Br:15][C:16]1[CH:21]=[CH:20][CH:19]=[CH:18][C:17]=1[S:22](Cl)(=[O:24])=[O:23]>C(Cl)Cl>[Br:15][C:16]1[CH:21]=[CH:20][CH:19]=[CH:18][C:17]=1[S:22]([NH:1][C@@H:2]([CH3:5])[CH2:3][OH:4])(=[O:24])=[O:23]. Procedure details: To a 500 mL round-bottomed flask were added a stirbar, (S)-2-aminopropan-1-ol (2.151 g, 28.65 mmol), dry DCM (100 mL), and DIPEA (14.0 mL, 81.2 mmol). The mixture was then treated with 2-bromobenzene-1-sulfonyl chloride (6.981 g, 27.32 mmol) and stirred for 66.5 hours before concentrating to dryness and subjecting the residue to FCC to give the title compound. (7.31 g, 91%).